Dataset: the Open Reaction Database (ORD), a public repository of structured organic reaction records. Task: describe an organic reaction: reactants, conditions, products, and yield The reactants are CC#N, Cl, O, c1ccc2[nH]ccc2c1. Product: NC(=O)c1c[nH]c2ccccc12. RXN SMILES: [CH3:12][C:13]#[N:14].[ClH:11].[OH2:10].[nH:1]1[cH:2][cH:3][c:4]2[cH:5][cH:6][cH:7][cH:8][c:9]12>>[nH:1]1[cH:2][c:3]([C:13](=[O:10])[NH2:14])[c:4]2[cH:5][cH:6][cH:7][cH:8][c:9]12. Starting materials: C(#N)C(C)(C)C=1C=CC(=C(C=O)C1)OC (5-(1-Cyano-1-methylethyl)-2-methoxybenzaldehyde), Cl.Cl.C1(=CC=CC=C1)[C@@H]1NCCC[C@@H]1N ((2S,3S)-2-Phenylpiperidin-3-amine Dihydrochloride), Cl.Cl.C(#N)C1(CC1)C=1C=CC(=C(CN[C@@H]2[C@@H](NCCC2)C2=CC=CC=C2)C1)OC ((2S,3S)-3-(5-(1-Cyanocyclopropyl)-2-methoxybenzyl)amino-2-phenylpiperidine dihydrochloride). Yields the product Cl.Cl.C(#N)C(C)(C)C=1C=CC(=C(CN[C@@H]2[C@@H](NCCC2)C2=CC=CC=C2)C1)OC ((2S,3S)-3-(5-(1-cyano-1-methylethyl)-2-methoxybenzyl)amino-2-phenylpiperidine Dihydrochloride). RXN SMILES: C(C(C1C=CC(OC)=C(C=1)C=O)(C)C)#N.[ClH:16].Cl.C1([C@H]2[C@@H](N)CCCN2)C=CC=CC=1.Cl.Cl.[C:33]([C:35]1([C:38]2[CH:39]=[CH:40][C:41]([O:58][CH3:59])=[C:42]([CH:57]=2)[CH2:43][NH:44][C@H:45]2[CH2:50][CH2:49][CH2:48][NH:47][C@H:46]2[C:51]2[CH:56]=[CH:55][CH:54]=[CH:53][CH:52]=2)[CH2:37][CH2:36]1)#[N:34]>>[ClH:16].[ClH:16].[C:33]([C:35]([C:38]1[CH:39]=[CH:40][C:41]([O:58][CH3:59])=[C:42]([CH:57]=1)[CH2:43][NH:44][C@H:45]1[CH2:50][CH2:49][CH2:48][NH:47][C@H:46]1[C:51]1[CH:56]=[CH:55][CH:54]=[CH:53][CH:52]=1)([CH3:37])[CH3:36])#[N:34] |f:1.2.3,4.5.6,7.8.9|. Procedure details: This compound was prepared from Compound 27 and Compound 3 in the same manner of Compound 5. Starting materials: COc1cc(N2CCOCC2)ccc1Nc1nc(Cl)ncc1Cl, CC1(C)CCC(=O)Nc2cc(N)ccc21. The product is COc1cc(N2CCOCC2)ccc1Nc1nc(Nc2ccc3c(c2)NC(=O)CCC3(C)C)ncc1Cl. Reaction SMILES: [Cl:16][c:17]1[n:18][cH:19][c:20]([Cl:38])[c:21]([NH:23][c:24]2[c:25]([O:36][CH3:37])[cH:26][c:27]([N:30]3[CH2:31][CH2:32][O:33][CH2:34][CH2:35]3)[cH:28][cH:29]2)[n:22]1.[NH2:1][c:2]1[cH:3][cH:4][c:5]2[c:6]([cH:15]1)[NH:7][C:8](=[O:14])[CH2:9][CH2:10][C:11]2([CH3:12])[CH3:13]>>[NH:1]([c:2]1[cH:3][cH:4][c:5]2[c:6]([cH:15]1)[NH:7][C:8](=[O:14])[CH2:9][CH2:10][C:11]2([CH3:12])[CH3:13])[c:17]1[n:18][cH:19][c:20]([Cl:38])[c:21]([NH:23][c:24]2[c:25]([O:36][CH3:37])[cH:26][c:27]([N:30]3[CH2:31][CH2:32][O:33][CH2:34][CH2:35]3)[cH:28][cH:29]2)[n:22]1. Yields the product C(C=C)C1C(C2=CC=C(C=C2CC1)OC)=O (2-allyl-6-methoxy-tetralin-1-one). Yield: 45.7%. As a reaction SMILES: [Li+].C[Si]([N-][Si](C)(C)C)(C)C.[CH3:11][O:12][C:13]1[CH:14]=[C:15]2[C:20](=[CH:21][CH:22]=1)[C:19](=[O:23])[CH2:18][CH2:17][CH2:16]2.CN(P(N(C)C)(N(C)C)=O)C.[CH2:35](Br)[CH:36]=[CH2:37]>C1COCC1>[CH2:37]([CH:18]1[CH2:17][CH2:16][C:15]2[C:20](=[CH:21][CH:22]=[C:13]([O:12][CH3:11])[CH:14]=2)[C:19]1=[O:23])[CH:36]=[CH2:35] |f:0.1|. The solvent is C1CCOC1 (THF), C1CCOC1 (THF), C1CCOC1 (THF). Starting materials: COC=1C=C2CCCC(C2=CC1)=O (6-methoxy-1-tetralone), C(C=C)Br (allyl bromide), [Li+].C[Si](C)(C)[N-][Si](C)(C)C (LiHMDS), CN(C)P(=O)(N(C)C)N(C)C (HMPA). Reaction conditions: temperature -78 celsius, time 30 minute. Procedure details: To a solution of LiHMDS (1.04 g, 6.24 mmol), in THF (40 mL) cooled at −78° C. is added slowly a solution of 6-methoxy-1-tetralone (1.0 g, 5.67 mmol) in anhydrous THF (40 mL). After the addition is complete, the solution is stirred at −78° C. for 30 minutes, then HMPA (1.97 mL, 11.3 mmol) is slowly added and the mixture is stirred for other 5 minutes followed by the addition of a solution of allyl bromide (0.74 mL, 8.5 mmol) in anhydrous THF (5 mL). The mixture is left to warm slowly to room temp... Starting materials: [BH4-], C1CCOC1, CO, CCC(NC(=O)c1cncc2c1cnn2-c1ccc(F)cc1)c1ccnc(C=O)c1, [Na+]. Product: CCC(NC(=O)c1cncc2c1cnn2-c1ccc(F)cc1)c1ccnc(CO)c1. Reaction SMILES: [BH4-:31].[CH2:33]1[O:34][CH2:35][CH2:36][CH2:37]1.[CH3:38][OH:39].[CH:1](=[O:2])[c:3]1[n:4][cH:5][cH:6][c:7]([CH:9]([CH2:10][CH3:11])[NH:12][C:13](=[O:14])[c:15]2[c:16]3[c:17]([cH:18][n:19][cH:20]2)[n:21](-[c:24]2[cH:25][cH:26][c:27]([F:30])[cH:28][cH:29]2)[n:22][cH:23]3)[cH:8]1.[Na+:32]>>[CH2:1]([OH:2])[c:3]1[n:4][cH:5][cH:6][c:7]([CH:9]([CH2:10][CH3:11])[NH:12][C:13](=[O:14])[c:15]2[c:16]3[c:17]([cH:18][n:19][cH:20]2)[n:21](-[c:24]2[cH:25][cH:26][c:27]([F:30])[cH:28][cH:29]2)[n:22][cH:23]3)[cH:8]1. The reactants are OCCCCCOC(c1ccccc1)(c1ccccc1)c1ccccc1, O=C(c1ccccc1)n1c(=O)cc[nH]c1=O, C1CCOC1, CCCCCC, CCOC(C)=O, CC(C)OC(=O)N=NC(=O)OC(C)C, c1ccc(P(c2ccccc2)c2ccccc2)cc1. The product is O=C(c1ccccc1)n1c(=O)ccn(CCCCCOC(c2ccccc2)(c2ccccc2)c2ccccc2)c1=O. RXN SMILES: [C:20]([c:21]1[cH:22][cH:23][cH:24][cH:25][cH:26]1)([c:27]1[cH:28][cH:29][cH:30][cH:31][cH:32]1)([c:33]1[cH:34][cH:35][cH:36][cH:37][cH:38]1)[O:39][CH2:40][CH2:41][CH2:42][CH2:43][CH2:44][OH:45].[C:46]([c:47]1[cH:48][cH:49][cH:50][cH:51][cH:52]1)(=[O:53])[n:54]1[c:55](=[O:61])[nH:56][cH:57][cH:58][c:59]1=[O:60].[CH2:76]1[O:77][CH2:78][CH2:79][CH2:80]1.[CH3:81][CH2:82][CH2:83][CH2:84][CH2:85][CH3:86].[CH3:87][CH2:88][O:89][C:90]([CH3:91])=[O:92].[O:62]=[C:63]([O:64][CH:65]([CH3:66])[CH3:67])[N:68]=[N:69][C:70]([O:71][CH:72]([CH3:73])[CH3:74])=[O:75].[c:1]1([P:2]([c:3]2[cH:4][cH:5][cH:6][cH:7][cH:8]2)[c:9]2[cH:10][cH:11][cH:12][cH:13][cH:14]2)[cH:15][cH:16][cH:17][cH:18][cH:19]1>>[C:20]([c:21]1[cH:22][cH:23][cH:24][cH:25][cH:26]1)([c:27]1[cH:28][cH:29][cH:30][cH:31][cH:32]1)([c:33]1[cH:34][cH:35][cH:36][cH:37][cH:38]1)[O:39][CH2:40][CH2:41][CH2:42][CH2:43][CH2:44][n:56]1[c:55](=[O:61])[n:54]([C:46]([c:47]2[cH:48][cH:49][cH:50][cH:51][cH:52]2)=[O:53])[c:59](=[O:60])[cH:58][cH:57]1. Procedure: To a cold (-78° C.) solution of LDA, from 0.02 mol (2.8 ml) of diisopropylamine, 0.0208 mol of n-BuLi, and 30 ml of DME was added a solution of 4.65 g (0.015 mol) of product of Example 4 in 20 ml of DME. The resulting greenish solution was stirred at -78° C. for 10 minutes and treated with 2.7 ml (0.035 mol) of ethyl chloroformate. The reaction mixture was warmed to room temperature in 40 minutes, then poured into a mixture of 20 ml of concentrated HCl and 50 ml of water. The mixture was extract... Run at temperature -78 celsius, time 10 minute. The product is FC(C1=NC(=C(C(=C1C(=O)OCC)OC)C(=O)OCC)C(F)(F)F)(F)F (Diethyl 2,6-bis(trifluoromethyl)-4-methoxy-3,5-pyridinedicarboxyate). Reaction SMILES: [Li+].CC([N-]C(C)C)C.C(NC(C)C)(C)C.[Li]CCCC.[F:21][C:22]([F:41])([F:40])[C:23]1[C:28]([C:29]([O:31][CH2:32][CH3:33])=[O:30])=[C:27]([O:34][CH3:35])[CH:26]=[C:25]([C:36]([F:39])([F:38])[F:37])[N:24]=1.Cl[C:43]([O:45][CH2:46][CH3:47])=[O:44].Cl>COCCOC.O>[F:41][C:22]([F:40])([F:21])[C:23]1[C:28]([C:29]([O:31][CH2:32][CH3:33])=[O:30])=[C:27]([O:34][CH3:35])[C:26]([C:43]([O:45][CH2:46][CH3:47])=[O:44])=[C:25]([C:36]([F:39])([F:38])[F:37])[N:24]=1 |f:0.1|. The yield is 75.4%. Starting materials: [Li+].CC(C)[N-]C(C)C (LDA), C(C)(C)NC(C)C (diisopropylamine), [Li]CCCC (n-BuLi), FC(C1=NC(=CC(=C1C(=O)OCC)OC)C(F)(F)F)(F)F (Ethyl 2,6-bis(trifluoromethyl)-4-methoxy-3-pyridinecarboxylate), ClC(=O)OCC (ethyl chloroformate), Cl (HCl). Run in COCCOC (DME), COCCOC (DME), O (water). The reactants are CC(=O)OC1CC2(C)C(O)CCC2C2CCC3=CC(=O)C=CC3(C)C12F, CCOC(C)=O, ClC(Cl)Cl, C1CCOC1, Sc1ccccc1, c1ccc(P(c2ccccc2)c2ccccc2)cc1. The product is CC(=O)OC1CC2(C)C(Sc3ccccc3)CCC2C2CCC3=CC(=O)C=CC3(C)C12F. As a reaction SMILES: [C:20]([CH3:21])(=[O:22])[O:23][CH:24]1[C:25]2([F:45])[C:26]3([CH3:44])[CH:27]=[CH:28][C:29](=[O:43])[CH:30]=[C:31]3[CH2:32][CH2:33][CH:34]2[CH:35]2[CH2:36][CH2:37][CH:38]([OH:42])[C:39]2([CH3:40])[CH2:41]1.[CH3:62][CH2:63][O:64][C:65](=[O:66])[CH3:67].[CH:53]([Cl:54])([Cl:55])[Cl:56].[O:57]1[CH2:58][CH2:59][CH2:60][CH2:61]1.[SH:46][c:47]1[cH:48][cH:49][cH:50][cH:51][cH:52]1.[c:1]1([P:2]([c:3]2[cH:4][cH:5][cH:6][cH:7][cH:8]2)[c:9]2[cH:10][cH:11][cH:12][cH:13][cH:14]2)[cH:15][cH:16][cH:17][cH:18][cH:19]1>>[C:20]([CH3:21])(=[O:22])[O:23][CH:24]1[C:25]2([F:45])[C:26]3([CH3:44])[CH:27]=[CH:28][C:29](=[O:43])[CH:30]=[C:31]3[CH2:32][CH2:33][CH:34]2[CH:35]2[CH2:36][CH2:37][CH:38]([S:46][c:47]3[cH:48][cH:49][cH:50][cH:51][cH:52]3)[C:39]2([CH3:40])[CH2:41]1.